describe an organic reaction: reactants, conditions, products, and yield From a dataset of the Open Reaction Database (ORD), a public repository of structured organic reaction records. The reactants are CC(C)(C)OC(=O)N1CC2CN(c3ccc4c(c3)C(=O)c3ccccc3-4)CC21, ClCCl, O=C(O)C(F)(F)F. Yields the product O=C1c2ccccc2-c2ccc(N3CC4CNC4C3)cc21. RXN SMILES: [C:1]([O:2][C:3](=[O:4])[N:8]1[CH:9]2[CH2:10][N:11]([c:15]3[cH:16][c:17]4[c:25]([cH:26][cH:27]3)-[c:24]3[c:19]([cH:20][cH:21][cH:22][cH:23]3)[C:18]4=[O:28])[CH2:12][CH:13]2[CH2:14]1)([CH3:5])([CH3:6])[CH3:7].[Cl:36][CH2:37][Cl:38].[OH:29][C:30]([C:31]([F:32])([F:33])[F:34])=[O:35]>>[NH:8]1[CH:9]2[CH2:10][N:11]([c:15]3[cH:16][c:17]4[c:25]([cH:26][cH:27]3)-[c:24]3[c:19]([cH:20][cH:21][cH:22][cH:23]3)[C:18]4=[O:28])[CH2:12][CH:13]2[CH2:14]1. Reaction SMILES: [C:29]([OH:30])(=[O:31])[CH3:32].[CH3:1][O:2][c:3]1[c:4]([O:17][CH2:18][CH2:19][CH2:20][CH2:21][c:22]2[cH:23][cH:24][cH:25][cH:26][cH:27]2)[c:5]2[c:6]([CH3:16])[cH:7][cH:8][n:9][c:10]2[c:11]([N+:13]([O-:14])=[O:15])[cH:12]1.[OH2:28]>>[CH3:1][O:2][c:3]1[c:4]([O:17][CH2:18][CH2:19][CH2:20][CH2:21][c:22]2[cH:23][cH:24][cH:25][cH:26][cH:27]2)[c:5]2[c:6]([CH3:16])[cH:7][cH:8][n:9][c:10]2[c:11]([NH2:13])[cH:12]1. Reactants: CC(=O)O, COc1cc([N+](=O)[O-])c2nccc(C)c2c1OCCCCc1ccccc1, O. The product is COc1cc(N)c2nccc(C)c2c1OCCCCc1ccccc1. Yields the product COC(=O)c1nn(C)nc1C(=O)O. Starting materials: CO, COC(=O)c1nn(C)nc1C(=O)OC, [K+], [OH-]. RXN SMILES: [CH3:17][OH:18].[CH3:1][O:2][C:3](=[O:4])[c:5]1[n:6][n:7]([CH3:14])[n:8][c:9]1[C:10](=[O:11])[O:12][CH3:13].[K+:16].[OH-:15]>>[CH3:1][O:2][C:3](=[O:4])[c:5]1[n:6][n:7]([CH3:14])[n:8][c:9]1[C:10](=[O:11])[OH:12]. The reactants are [Li]CCCC, CCCCC, CCCCCC, [Cl-], [Cl-], CC(C)C(C(F)=CF)c1ccc(Cl)cc1, Cl, C1CCOC1, O, [Zn+2], BrCc1cccc(Oc2ccccc2)c1, c1ccc(P(c2ccccc2)(c2ccccc2)[Pd](P(c2ccccc2)(c2ccccc2)c2ccccc2)(P(c2ccccc2)(c2ccccc2)c2ccccc2)P(c2ccccc2)(c2ccccc2)c2ccccc2)cc1. The product is CC(C)C(C(F)=C(F)Cc1cccc(Oc2ccccc2)c1)c1ccc(Cl)cc1. As a reaction SMILES: [CH2:16]([Li:17])[CH2:18][CH2:19][CH3:20].[CH3:129][CH2:130][CH2:131][CH2:132][CH3:133].[CH3:42][CH2:43][CH2:44][CH2:45][CH2:46][CH3:47].[Cl-:49].[Cl-:51].[Cl:1][c:2]1[cH:3][cH:4][c:5]([CH:8]([C:9](=[CH:10][F:11])[F:12])[CH:13]([CH3:14])[CH3:15])[cH:6][cH:7]1.[ClH:36].[O:37]1[CH2:38][CH2:39][CH2:40][CH2:41]1.[OH2:48].[Zn+2:50].[c:21]1([O:27][c:28]2[cH:29][c:30]([CH2:34][Br:35])[cH:31][cH:32][cH:33]2)[cH:22][cH:23][cH:24][cH:25][cH:26]1.[cH:52]1[cH:53][cH:54][c:55]([P:56]([Pd:57]([P:58]([c:59]2[cH:60][cH:61][cH:62][cH:63][cH:64]2)([c:65]2[cH:66][cH:67][cH:68][cH:69][cH:70]2)[c:71]2[cH:72][cH:73][cH:74][cH:75][cH:76]2)([P:77]([c:78]2[cH:79][cH:80][cH:81][cH:82][cH:83]2)([c:84]2[cH:85][cH:86][cH:87][cH:88][cH:89]2)[c:90]2[cH:91][cH:92][cH:93][cH:94][cH:95]2)[P:96]([c:97]2[cH:98][cH:99][cH:100][cH:101][cH:102]2)([c:103]2[cH:104][cH:105][cH:106][cH:107][cH:108]2)[c:109]2[cH:110][cH:111][cH:112][cH:113][cH:114]2)([c:115]2[cH:116][cH:117][cH:118][cH:119][cH:120]2)[c:121]2[cH:122][cH:123][cH:124][cH:125][cH:126]2)[cH:127][cH:128]1>>[Cl:1][c:2]1[cH:3][cH:4][c:5]([CH:8]([C:9](=[C:10]([F:11])[CH2:34][c:30]2[cH:29][c:28]([O:27][c:21]3[cH:22][cH:23][cH:24][cH:25][cH:26]3)[cH:33][cH:32][cH:31]2)[F:12])[CH:13]([CH3:14])[CH3:15])[cH:6][cH:7]1. Reactants: ClC1=NC=C(C=C1Cl)Cl (2,3,5-trichloropyridine), OC1=CC=C(OC(C(=O)N2OCCC2)C)C=C1 (N-[(±)-2-(4-hydroxyphenoxy)propionyl]isoxazolidine), C([O-])([O-])=O.[K+].[K+] (potassium carbonate), CS(=O)C (dimethylsulfoxide). Solvent: C1=CC=CC=C1 (benzene), O (water). Reaction conditions: temperature 120 celsius, time 4 hour. Product: ClC=1C(=NC=C(C1)Cl)OC1=CC=C(OC(C(=O)N2OCCC2)C)C=C1 (N-[(±)-2-[4-(3,5-dichloro-2-pyridyloxy)phenoxy]propionyl]isoxazolidine). The yield is 82.0%. RXN SMILES: Cl[C:2]1[C:7]([Cl:8])=[CH:6][C:5]([Cl:9])=[CH:4][N:3]=1.[OH:10][C:11]1[CH:26]=[CH:25][C:14]([O:15][CH:16]([CH3:24])[C:17]([N:19]2[CH2:23][CH2:22][CH2:21][O:20]2)=[O:18])=[CH:13][CH:12]=1.C(=O)([O-])[O-].[K+].[K+].CS(C)=O>C1C=CC=CC=1.O>[Cl:8][C:7]1[C:2]([O:10][C:11]2[CH:12]=[CH:13][C:14]([O:15][CH:16]([CH3:24])[C:17]([N:19]3[CH2:23][CH2:22][CH2:21][O:20]3)=[O:18])=[CH:25][CH:26]=2)=[N:3][CH:4]=[C:5]([Cl:9])[CH:6]=1 |f:2.3.4|. Procedure: A mixture of 2,3,5-trichloropyridine (18.3 g), N-[(±)-2-(4-hydroxyphenoxy)propionyl]isoxazolidine (23.7 g) which was prepared as in Example 3, anhydrous potassium carbonate (14.5 g) and dimethylsulfoxide (200 ml) was stirred at 120° C. for 4 hours. To the reaction mixture, after cooling, were added water and benzene whereby to form two layers. The organic layer so separated was washed with 1 N aqueous sodium hydroxide solution and then with water and dried over anhydrous sodium sulfate. Removal ... Reactants: C(C1=CC=CC=C1)OC(N[C@@H]1CC[C@H](CC1)CNC1=NC2=CC=CC=C2C(=N1)N(C)C)=O (trans-{4-[(4-dimethylamino-quinazolin-2-ylamino)-methyl]-cyclohexyl}-carbamic acid benzyl ester). Reagents/catalysts: [Pd] (Pd/C). Solvent: CO (MeOH). Reaction conditions: time 25 hour. The product is N[C@@H]1CC[C@H](CC1)CNC1=NC2=CC=CC=C2C(=N1)N(C)C (trans-N2-(4-amino-cyclohexylmethyl)-N4,N4-dimethyl-quinazoline-2,4-diamine). The yield is 109.9%. As a reaction SMILES: C(OC(=O)[NH:10][C@H:11]1[CH2:16][CH2:15][C@H:14]([CH2:17][NH:18][C:19]2[N:28]=[C:27]([N:29]([CH3:31])[CH3:30])[C:26]3[C:21](=[CH:22][CH:23]=[CH:24][CH:25]=3)[N:20]=2)[CH2:13][CH2:12]1)C1C=CC=CC=1>CO.[Pd]>[NH2:10][C@H:11]1[CH2:16][CH2:15][C@H:14]([CH2:17][NH:18][C:19]2[N:28]=[C:27]([N:29]([CH3:31])[CH3:30])[C:26]3[C:21](=[CH:22][CH:23]=[CH:24][CH:25]=3)[N:20]=2)[CH2:13][CH2:12]1. Reported procedure: To a solution of trans-{4-[(4-dimethylamino-quinazolin-2-ylamino)-methyl]-cyclohexyl}-carbamic acid benzyl ester obtained in step C of example 3 (330 mg, 0.76 mmol) in MeOH (3.3 mL) was added 10% Pd/C (33 mg). The mixture was stirred at ambient temperature under hydrogen atmosphere for 25 hr, filtered, concentrated, and purified by flash chromatography (NH-silica gel, 50% EtOAc in hexane) to give trans-N2-(4-amino-cyclohexylmethyl)-N4,N4-dimethyl-quinazoline-2,4-diamine (250 mg, 98%) as a pale y... Starting materials: ICCI (1,2-diiodoethane), ClC=1C=CC2=C(N(C=N2)C)C1 (6-chloro-1-methyl-1H-benzo[d]imidazole), [Li+].CC(C)[N-]C(C)C (LDA), THF hexanes ethylbenzene, O (Water). The solvent is C1CCOC1 (THF), C1CCOC1 (THF). Reaction conditions: temperature -78 celsius, time 1 hour. The product is ClC=1C=CC2=C(N(C(=N2)I)C)C1 (6-chloro-2-iodo-1-methyl-1H-benzo[d]imidazole). As a reaction SMILES: [Cl:1][C:2]1[CH:3]=[CH:4][C:5]2[N:9]=[CH:8][N:7]([CH3:10])[C:6]=2[CH:11]=1.[Li+].CC([N-]C(C)C)C.[I:20]CCI.O>C1COCC1>[Cl:1][C:2]1[CH:3]=[CH:4][C:5]2[N:9]=[C:8]([I:20])[N:7]([CH3:10])[C:6]=2[CH:11]=1 |f:1.2|. Reported procedure: A flask charged with a solution of 6-chloro-1-methyl-1H-benzo[d]imidazole (2 g, 12 mmol) in THF (100 mL) was cooled to −78° C. and 1.8M LDA in THF/hexanes/ethylbenzene (9.34 mL, 16.81 mmol) was added dropwise, and the mixture was stirred at −78° C. for 1 h. A solution of 1,2-diiodoethane (3.72 g, 13.2 mmol) in THF (50 mL) was added dropwise and the mixture was stirred at −78° C. for 1 h. Water (0.3 mL) was added followed by silica gel (20 g) and the mixture was concentrated in vacuo. The residue...